From a dataset of the Open Reaction Database (ORD), a public repository of structured organic reaction records. describe an organic reaction: reactants, conditions, products, and yield Starting materials: O.NN (hydrazine hydrate), C(CCCCCCCCCCC)(=O)C=1SC=CC1 (2-dodecanoylthiophene), [OH-].[K+] (KOH), O.NN (hydrazine hydrate), C(COCCO)O (diethyleneglycol). Solvent: O (water), O (water). Conditions: temperature 50 celsius. Product: C(CCCCCCCCCCC)C=1SC=CC1 (2-dodecylthiophene). The yield is 66.5%. Reaction SMILES: [C:1]([C:14]1[S:15][CH:16]=[CH:17][CH:18]=1)(=O)[CH2:2][CH2:3][CH2:4][CH2:5][CH2:6][CH2:7][CH2:8][CH2:9][CH2:10][CH2:11][CH3:12].O.NN.C(O)COCCO.[OH-].[K+]>O>[CH2:1]([C:14]1[S:15][CH:16]=[CH:17][CH:18]=1)[CH2:2][CH2:3][CH2:4][CH2:5][CH2:6][CH2:7][CH2:8][CH2:9][CH2:10][CH2:11][CH3:12] |f:1.2,4.5|. Reported procedure: In a 5 liter-five-necked flask, 266 g (1.0 mol) of 2-dodecanoylthiophene, 392.4 ml of 60% hydrazine hydrate and 3 liter of diethyleneglycol were placed and reacted for 6 hours at 195° C. with distilling-off of excessive water and hydrazine hydrate. The mixture was cooled to 50° C. and 210.6 g of KOH was added thereto, followed by heating again to react for 2.5 hours at 155° C. After the reaction, the reaction mixture was poured into 10 liter of water, extracted two times with 2 liter of isopropy... Conditions: temperature 70 celsius, time 1 hour. As a reaction SMILES: [NH2:1][CH2:2][C:3]([OH:5])=[O:4].C[O:7][C:8](=O)/[CH:9]=[C:10](/[O:13][CH3:14])\[CH2:11]Cl.COC(=O)C/C=C/OCCl>O>[CH3:14][O:13][C:10]1[CH2:11][N:1]([CH2:2][C:3]([OH:5])=[O:4])[C:8](=[O:7])[CH:9]=1. Procedure: 30 g (400 mmol) of glycine was suspended in 60 ml of H2O and heated to 70° C. 10M of NAOH was added with an autotitrator up to pH 8.5. Then, 22.4 g (136 mmol) of 4-chloro-3-methoxy-but-2E-enoic acid methyl ester was added at 70° to 75° C. The pH was kept constant at 8.5 by adding 10M of NAOH. After 1 hour, another 22.4 g (136 mmol) of 4-chloro-3-methoxy-but-2E-enoic acid methyl ester was added, and, after another hour, 22.4 g (136 mmol) of 4-chloromethoxy-but-3E-enoic acid methyl ester again was... Yields the product COC1=CC(N(C1)CC(=O)O)=O (4-methoxy-3-pyrrolin-2-on-1-yl-acetic acid). The reactants are NCC(=O)O (glycine), COC(C\C=C\OCCl)=O (4-chloromethoxy-but-3E-enoic acid methyl ester), COC(\C=C(/CCl)\OC)=O (4-chloro-3-methoxy-but-2E-enoic acid methyl ester), COC(\C=C(/CCl)\OC)=O (4-chloro-3-methoxy-but-2E-enoic acid methyl ester). The yield is 304.6%. The solvent is O (H2O).